This data is from the Open Reaction Database (ORD), a public repository of structured organic reaction records. The task is: describe an organic reaction: reactants, conditions, products, and yield The reactants are C(C)(C)(C)OC(NC1=C(C=C(C=C1)OC(F)(F)F)N)=O ((2-amino-4-trifluoromethoxy-phenyl)-carbamic acid tert-butyl ester), C(C)(C)(C)OC(CC(=O)C1=CC(=CC=C1)C1=CC(=NC=C1)C)=O (3-[3-(2-methyl-pyridin-4-yl)-phenyl]-3-oxo-propionic acid tert-butyl ester). The product is C(C)(C)(C)OC(NC1=C(C=C(C=C1)OC(F)(F)F)NC(CC(=O)C1=CC(=CC=C1)C1=CC(=NC=C1)C)=O)=O ((2-{3-[3-(2-Methyl-pyridin-4-yl)-phenyl]-3-oxo-propionylamino}-4-trifluoromethoxy-phenyl)-carbamic acid tert-butyl ester). Reaction SMILES: [C:1]([O:5][C:6](=[O:20])[NH:7][C:8]1[CH:13]=[CH:12][C:11]([O:14][C:15]([F:18])([F:17])[F:16])=[CH:10][C:9]=1[NH2:19])([CH3:4])([CH3:3])[CH3:2].C([O:25][C:26](=O)[CH2:27][C:28]([C:30]1[CH:35]=[CH:34][CH:33]=[C:32]([C:36]2[CH:41]=[CH:40][N:39]=[C:38]([CH3:42])[CH:37]=2)[CH:31]=1)=[O:29])(C)(C)C>>[C:1]([O:5][C:6](=[O:20])[NH:7][C:8]1[CH:13]=[CH:12][C:11]([O:14][C:15]([F:18])([F:17])[F:16])=[CH:10][C:9]=1[NH:19][C:26](=[O:25])[CH2:27][C:28]([C:30]1[CH:35]=[CH:34][CH:33]=[C:32]([C:36]2[CH:41]=[CH:40][N:39]=[C:38]([CH3:42])[CH:37]=2)[CH:31]=1)=[O:29])([CH3:4])([CH3:2])[CH3:3]. Reported procedure: The title compound was prepared from (2-amino-4-trifluoromethoxy-phenyl)-carbamic acid tert-butyl ester (Example J26) (219 mg, 0.75 mmol) and 3-[3-(2-methyl-pyridin-4-yl)-phenyl]-3-oxo-propionic acid tert-butyl ester (Example K12) (234 mg, 0.75 mmol) according to the general procedure M. Obtained as an amorphous light yellow substance (275 mg, 69%). The reactants are CON(C(CNC(OC(C)(C)C)=O)=O)C (tert-Butyl 2-(methoxy(methyl)amino)-2-oxoethylcarbamate), S1C=C(C=C1)[Mg]I (thiophen-3-ylmagnesium iodide), [NH4+].[Cl-] (NH4Cl). The solvent is C1CCOC1 (THF). Run at time 18 hour. Product: O=C(CNC(OC(C)(C)C)=O)C1=CSC=C1 (tert-Butyl 2-oxo-2-(thiophen-3-yl)ethylcarbamate). The yield is 46.0%. Reaction SMILES: CON(C)[C:4](=[O:14])[CH2:5][NH:6][C:7](=[O:13])[O:8][C:9]([CH3:12])([CH3:11])[CH3:10].[S:16]1[CH:20]=[CH:19][C:18]([Mg]I)=[CH:17]1.[NH4+].[Cl-]>C1COCC1>[O:14]=[C:4]([C:18]1[CH:19]=[CH:20][S:16][CH:17]=1)[CH2:5][NH:6][C:7](=[O:13])[O:8][C:9]([CH3:10])([CH3:11])[CH3:12] |f:2.3|. Procedure details: To a solution of the Weinreb amide 45 (1.53 g, 7 mmol) in anhydrous THF (10 mL) was added dropwise (over a 10-min period) a solution of thiophen-3-ylmagnesium iodide (0.3 M in THF, 50 mL) under nitrogen atmosphere at 0° C. The reaction mixture was allowed to warm to room temperature and stirred for 18 h. The mixture was poured into a saturated NH4Cl solution and extracted with EtOAc. The organic phase was dried over anhydrous MgSO4, filtered and evaporated under vacuum. The residue was further p... The reactants are O1CCOCC1 (Dioxane), ClC1=NC=CC2=CC(=CC=C12)S(=O)(=O)N(C=1SC=CN1)CC1=C(C=C(C=C1)OC)OC (1-chloro-N-(2,4-dimethoxybenzyl)-N-(thiazol-2-yl)isoquinoline-6-sulfonamide), FC1=C(C=CC(=C1)C(F)(F)F)B(O)O ((2-fluoro-4-(trifluoromethyl)phenyl)boronic acid), C([O-])([O-])=O.[K+].[K+] (potassium carbonate). The reagents and catalysts are C=1C=CC(=CC1)[P](C=2C=CC=CC2)(C=3C=CC=CC3)[Pd]([P](C=4C=CC=CC4)(C=5C=CC=CC5)C=6C=CC=CC6)([P](C=7C=CC=CC7)(C=8C=CC=CC8)C=9C=CC=CC9)[P](C=1C=CC=CC1)(C=1C=CC=CC1)C=1C=CC=CC1 (Pd(PPh3)4). The solvent is O (Water). Run at temperature 90 celsius. The product is COC1=C(CN(S(=O)(=O)C=2C=C3C=CN=C(C3=CC2)C2=C(C=C(C=C2)C(F)(F)F)F)C=2SC=CN2)C=CC(=C1)OC (N-(2,4-dimethoxybenzyl)-1-(2-fluoro-4-(trifluoromethyl)phenyl)-N-(thiazol-2-yl)isoquinoline-6-sulfonamide). Yield: 85.5%. Reaction SMILES: Cl[C:2]1[C:11]2[C:6](=[CH:7][C:8]([S:12]([N:15]([CH2:21][C:22]3[CH:27]=[CH:26][C:25]([O:28][CH3:29])=[CH:24][C:23]=3[O:30][CH3:31])[C:16]3[S:17][CH:18]=[CH:19][N:20]=3)(=[O:14])=[O:13])=[CH:9][CH:10]=2)[CH:5]=[CH:4][N:3]=1.[F:32][C:33]1[CH:38]=[C:37]([C:39]([F:42])([F:41])[F:40])[CH:36]=[CH:35][C:34]=1B(O)O.C(=O)([O-])[O-].[K+].[K+].O1CCOCC1>C1C=CC([P]([Pd]([P](C2C=CC=CC=2)(C2C=CC=CC=2)C2C=CC=CC=2)([P](C2C=CC=CC=2)(C2C=CC=CC=2)C2C=CC=CC=2)[P](C2C=CC=CC=2)(C2C=CC=CC=2)C2C=CC=CC=2)(C2C=CC=CC=2)C2C=CC=CC=2)=CC=1.O>[CH3:31][O:30][C:23]1[CH:24]=[C:25]([O:28][CH3:29])[CH:26]=[CH:27][C:22]=1[CH2:21][N:15]([C:16]1[S:17][CH:18]=[CH:19][N:20]=1)[S:12]([C:8]1[CH:7]=[C:6]2[C:11](=[CH:10][CH:9]=1)[C:2]([C:34]1[CH:35]=[CH:36][C:37]([C:39]([F:42])([F:41])[F:40])=[CH:38][C:33]=1[F:32])=[N:3][CH:4]=[CH:5]2)(=[O:14])=[O:13] |f:2.3.4,^1:61,63,82,101|. Procedure: A microwave vial was charged with 1-chloro-N-(2,4-dimethoxybenzyl)-N-(thiazol-2-yl)isoquinoline-6-sulfonamide (Intermediate OOO; 0.250 g, 0.525 mmol), (2-fluoro-4-(trifluoromethyl)phenyl)boronic acid (0.164 g, 0.788 mmol), Pd(PPh3)4 (0.061 g, 0.053 mmol), and potassium carbonate (0.363 g, 2.63 mmol). Dioxane (2.63 mL) and Water (0.875 mL) were added, the vial was flushed with argon and sealed, and heated in a microwave reactor at 90° C. for 30 minutes. The reaction was diluted with ethyl acetate... Reactants: CI, CCOC(=O)c1cc2cccc(OC)c2[nH]1, CN(C)C=O, [H-], [Na+]. Yields the product CCOC(=O)c1cc2cccc(OC)c2n1C. As a reaction SMILES: [CH3:19][I:20].[CH3:1][O:2][c:3]1[cH:4][cH:5][cH:6][c:7]2[cH:8][c:9]([C:12](=[O:13])[O:14][CH2:15][CH3:16])[nH:10][c:11]12.[CH3:21][N:22]([CH3:23])[CH:24]=[O:25].[H-:17].[Na+:18]>>[CH3:1][O:2][c:3]1[cH:4][cH:5][cH:6][c:7]2[cH:8][c:9]([C:12](=[O:13])[O:14][CH2:15][CH3:16])[n:10]([CH3:19])[c:11]12. The reactants are O=C(O)c1cccnc1, CC(C)(c1ccccc1)c1ccc(O)cc1, [Cl-], Cl, c1ccncc1. Yields the product CC(C)(c1ccccc1)c1ccc(OC(=O)c2cccnc2)cc1. RXN SMILES: [C:19]([c:20]1[cH:21][n:22][cH:23][cH:24][cH:25]1)(=[O:26])[OH:27].[C:1]([CH3:2])([CH3:3])([c:4]1[cH:5][cH:6][cH:7][cH:8][cH:9]1)[c:10]1[cH:11][cH:12][c:13]([OH:16])[cH:14][cH:15]1.[Cl-:18].[ClH:17].[cH:28]1[cH:29][cH:30][n:31][cH:32][cH:33]1>>[C:1]([CH3:2])([CH3:3])([c:4]1[cH:5][cH:6][cH:7][cH:8][cH:9]1)[c:10]1[cH:11][cH:12][c:13]([O:16][C:19]([c:20]2[cH:21][n:22][cH:23][cH:24][cH:25]2)=[O:26])[cH:14][cH:15]1. Starting materials: OC1=C(C=CC=C1)C(=O)C1=C2C=CNC2=CC=C1 ((2-hydroxy-phenyl)-(1H-indol-4-yl)-methanone), O.NN (hydrazine monohydrate), [OH-].[K+] (potassium hydroxide). Solvent: C(COCCO)O (diethylene glycol). Reaction conditions: temperature 140 celsius, time 30 minute. The product is N1C=CC2=C(C=CC=C12)CC1=C(C=CC=C1)O (2-[(1H-indol-4-yl)-methyl]-phenol). The yield is 96.0%. Reaction SMILES: [OH:1][C:2]1[CH:7]=[CH:6][CH:5]=[CH:4][C:3]=1[C:8]([C:10]1[CH:18]=[CH:17][CH:16]=[C:15]2[C:11]=1[CH:12]=[CH:13][NH:14]2)=O.O.NN.[OH-].[K+]>C(O)COCCO>[NH:14]1[C:15]2[C:11](=[C:10]([CH2:8][C:3]3[CH:4]=[CH:5][CH:6]=[CH:7][C:2]=3[OH:1])[CH:18]=[CH:17][CH:16]=2)[CH:12]=[CH:13]1 |f:1.2,3.4|. Reported procedure: A mixture of 22.74 g of the product of Step D of Example 3, 49.4 ml of hydrazine monohydrate, 96 ml of diethylene glycol and 38.4 ml of 38% caustic potassium hydroxide was stirred for 30 minutes at 140° C. and after the mixture was heated to 210° C., the water and hydrazine hydrate were distilled off. Stirring was continued for one hour at 210° C. and the mixture was allowed to return to ambient temperature and poured into 300 ml of a saturated aqueous soluton of sodium chloride. Extraction took... The reactants are Cc1ccc(-c2ccccc2C(=O)Nc2ccc(C(=O)N3CC(=O)N(CC(=O)OC(C)(C)C)c4ccccc43)cc2)cc1, O=C(O)C(F)(F)F. As a reaction SMILES: [C:1]([CH3:2])([CH3:3])([CH3:4])[O:5][C:6](=[O:7])[CH2:8][N:9]1[C:10](=[O:43])[CH2:11][N:12]([C:19]([c:20]2[cH:21][cH:22][c:23]([NH:26][C:27]([c:28]3[c:29](-[c:34]4[cH:35][cH:36][c:37]([CH3:40])[cH:38][cH:39]4)[cH:30][cH:31][cH:32][cH:33]3)=[O:41])[cH:24][cH:25]2)=[O:42])[c:13]2[cH:14][cH:15][cH:16][cH:17][c:18]21.[OH:44][C:45]([C:46]([F:47])([F:48])[F:49])=[O:50]>>[O:5]=[C:6]([OH:7])[CH2:8][N:9]1[C:10](=[O:43])[CH2:11][N:12]([C:19]([c:20]2[cH:21][cH:22][c:23]([NH:26][C:27]([c:28]3[c:29](-[c:34]4[cH:35][cH:36][c:37]([CH3:40])[cH:38][cH:39]4)[cH:30][cH:31][cH:32][cH:33]3)=[O:41])[cH:24][cH:25]2)=[O:42])[c:13]2[cH:14][cH:15][cH:16][cH:17][c:18]21. Yields the product Cc1ccc(-c2ccccc2C(=O)Nc2ccc(C(=O)N3CC(=O)N(CC(=O)O)c4ccccc43)cc2)cc1. Reactants: FC1=NC=CC(=C1)I (2-fluoro-4-iodopyridine), C(CCC)[Sn](C=C)(CCCC)CCCC (tributyl vinyl tin), Pd2Cl2(PPh3)2, C(C)(=O)OCC (ethyl acetate), [F-].[K+] (KF). Run in O1CCOCC1 (dioxane). Conditions: temperature 80 celsius, time 30 minute. The product is FC1=NC=CC(=C1)C=C (2-Fluoro-4-vinylpyridine). The yield is 37.6%. RXN SMILES: [F:1][C:2]1[CH:7]=[C:6](I)[CH:5]=[CH:4][N:3]=1.[CH2:9]([Sn](CCCC)(CCCC)C=C)[CH2:10]CC.C(OCC)(=O)C.[F-].[K+]>O1CCOCC1>[F:1][C:2]1[CH:7]=[C:6]([CH:9]=[CH2:10])[CH:5]=[CH:4][N:3]=1 |f:3.4|. Procedure: A mixture of 2-fluoro-4-iodopyridine (2.23 g, 10.0 mmol), tributyl vinyl tin (3.8 g, 12 mmol), and Pd2Cl2(PPh3)2 (703 mg, 1.0 mmol) in dioxane (20 mL) was heated under nitrogen at 80° C. overnight. After cooled, ethyl acetate (40 ml) and saturated KF aqueous solution were added to the reaction mixture. The mixture was stirred for 30 min. The organic layer was separated and washed with water, dried (MgSO4), and concentrated. The resulting residue was purified by flash column chromatography elutin...